This data is from the Open Reaction Database (ORD), a public repository of structured organic reaction records. The task is: describe an organic reaction: reactants, conditions, products, and yield Starting materials: C1(=CC=CC=C1)C=1C=C2C(=NC1)NC(=N2)CCC2CCCCC(=N2)N (7-[2-(6-Phenyl-3H-imidazo[4,5-b]pyridin-2-yl)-ethyl]-4,5,6,7-tetrahydro-3H-azepin-2-ylamine), FC1=C(C=CC(=C1)C)NS(=O)(=O)C1=CC=C(C=C1)C=1C=C2C(=NC1)NC(=N2)CCC2NC(CCCC2)=S (N-(2-fluoro-4-methyl-phenyl)-4-{2-[2-(7-thioxo-azepan-2-yl)-ethyl]-3H-imidazo[4,5-b]pyridin-6-yl}-benzenesulfonamide), N (ammonia), C1(=CC=CC=C1)C=1C=C2C(=NC1)NC(=N2)CCC2CCCCC(=N2)N (7-[2-(6-Phenyl-3H-imidazo[4,5-b]pyridin-2-yl)-ethyl]-4,5,6,7-tetrahydro-3H-azepin-2-ylamine), FC1=C(C=CC(=C1)C)NS(=O)(=O)C1=CC=C(C=C1)C=1C=C2C(=NC1)NC(=N2)CCC2NC(CCCC2)=S (N-(2-fluoro-4-methyl-phenyl)-4-{2-[2-(7-thioxo-azepan-2-yl)-ethyl]-3H-imidazo[4,5-b]pyridin-6-yl}-benzenesulfonamide). The solvent is CO (methanol). The product is NC=1CCCCC(N1)CCC1=NC=2C(=NC=C(C2)C2=CC=C(C=C2)S(=O)(=O)NC2=C(C=C(C=C2)C)F)N1 (4-{2-[2-(7-Amino-3,4,5,6-tetrahydro-2H-azepin-2-yl)-ethyl]-3H-imidazo[4,5-b]pyridin-6-yl}-N-(2-fluoro-4-methyl-phenyl)-benzenesulfonamide). As a reaction SMILES: [C:1]1([C:7]2[CH:8]=[C:9]3[N:15]=[C:14]([CH2:16][CH2:17][CH:18]4[N:24]=[C:23]([NH2:25])[CH2:22][CH2:21][CH2:20][CH2:19]4)[NH:13][C:10]3=[N:11][CH:12]=2)[CH:6]=[CH:5][CH:4]=[CH:3][CH:2]=1.[F:26][C:27]1[CH:32]=[C:31]([CH3:33])[CH:30]=[CH:29][C:28]=1[NH:34][S:35](C1C=CC(C2C=C3N=C(CCC4CCCCC(=S)N4)NC3=NC=2)=CC=1)(=[O:37])=[O:36].N>CO>[NH2:25][C:23]1[CH2:22][CH2:21][CH2:20][CH2:19][CH:18]([CH2:17][CH2:16][C:14]2[NH:13][C:10]3=[N:11][CH:12]=[C:7]([C:1]4[CH:2]=[CH:3][C:4]([S:35]([NH:34][C:28]5[CH:29]=[CH:30][C:31]([CH3:33])=[CH:32][C:27]=5[F:26])(=[O:36])=[O:37])=[CH:5][CH:6]=4)[CH:8]=[C:9]3[N:15]=2)[N:24]=1. Reported procedure: The title compound is synthesized as described for 7-[2-(6-phenyl-3H-imidazo[4,5-b]pyridin-2-yl)-ethyl]-4,5,6,7-tetrahydro-3H-azepin-2-ylamine (compound 1) from 100 mg of N-(2-fluoro-4-methyl-phenyl)-4-{2-[2-(7-thioxo-azepan-2-yl)-ethyl]-3H-imidazo[4,5-b]pyridin-6-yl}-benzenesulfonamide (compound A8) and 4.30 ml of methanol containing ammonia (strength: 7.0 M) at 50° C. for 90 hours. Subsequently, the mixture is filtered with suction. The residue is washed with 20 ml of methanol and dried under ... Reactants: BrC=1C(=C2C(C=3C(=NC=C(C3)I)OC2=CC1)=O)F (7-bromo-6-fluoro-3-iodo-5H-chromeno[2,3-b]pyridin-5-one), ice water, BrC1=C(C=C(OC2=C(C(=O)O)C=C(C=N2)I)C=C1)F (2-(4-bromo-3-fluorophenoxy)-5-iodonicotinic acid), O=P12OP3(=O)OP(=O)(O1)OP(=O)(O2)O3 (phosphorus pentoxide), CS(=O)(=O)O (methanesulfonic acid). Conditions: time 30 minute. Yields the product BrC=1C=C2C(C=3C(=NC=C(C3)I)OC2=CC1F)=O (7-bromo-8-fluoro-3-iodo-5H-chromeno[2,3-b]pyridin-5-one). The yield is 78.3%. RXN SMILES: [Br:1][C:2]1[CH:18]=[CH:17][C:5]([O:6][C:7]2[N:15]=[CH:14][C:13]([I:16])=[CH:12][C:8]=2[C:9]([OH:11])=O)=[CH:4][C:3]=1[F:19].O=P12OP3(OP(OP(O3)(O1)=O)(=O)O2)=O.CS(O)(=O)=O.BrC1C(F)=C2C(=CC=1)OC1=NC=C(I)C=C1C2=O>>[Br:1][C:2]1[CH:18]=[C:17]2[C:5](=[CH:4][C:3]=1[F:19])[O:6][C:7]1=[N:15][CH:14]=[C:13]([I:16])[CH:12]=[C:8]1[C:9]2=[O:11]. Reported procedure: A flask charged with 2-(4-bromo-3-fluorophenoxy)-5-iodonicotinic acid (109 g, 249 mmol) and phosphorus pentoxide (70.6 g, 497 mmol) was treated with methanesulfonic acid (484 mL, 7460 mmol). After stirring for 30 minutes at room temperature, the reaction mixture was heated to 120° C. for 18 h. The reaction mixture was allowed to cool to room temperature and was poured into 1 L of ice water. After stirring for one hour, the resulting solid was filtered and subsequently washed sequentially with wa... Starting materials: Cl, CC(=O)C1CCC2C3CCC4CC(OS(=O)(=O)c5ccc(C)cc5)CCC4(C)C3CCC12C, Cc1cc(C)nc(C)c1. Yields the product CC(=O)C1CCC2C3CCC4CC=CCC4(C)C3CCC12C. Reaction SMILES: [ClH:34].[c:1]1([CH3:2])[cH:3][cH:4][c:5]([S:6]([O:7][CH:11]2[CH2:12][CH:13]3[CH2:14][CH2:15][CH:16]4[CH:17]5[CH2:18][CH2:19][CH:20]([C:21]([CH3:22])=[O:23])[C:24]5([CH3:32])[CH2:25][CH2:26][CH:27]4[C:28]3([CH3:31])[CH2:29][CH2:30]2)(=[O:8])=[O:9])[cH:10][cH:33]1.[n:35]1[c:36]([CH3:37])[cH:38][c:39]([CH3:40])[cH:41][c:42]1[CH3:43]>>[CH:11]1=[CH:30][CH2:29][C:28]2([CH3:31])[CH:13]([CH2:12]1)[CH2:14][CH2:15][CH:16]1[CH:17]3[CH2:18][CH2:19][CH:20]([C:21]([CH3:22])=[O:23])[C:24]3([CH3:32])[CH2:25][CH2:26][CH:27]12. Reactants: C(=O)(O)C1=CC=C(C=C1)CCC(=O)O (3-(4-carboxyphenyl)propionic acid), CO (methanol), S(=O)(Cl)Cl (thionyl chloride). Run at time 16 hour. The product is COC(CCC1=CC=C(C(=O)O)C=C1)=O (4-[3-(Methyloxy)-3-oxopropyl]benzoic acid). Yield: 84.0%. As a reaction SMILES: [C:1]([C:4]1[CH:9]=[CH:8][C:7]([CH2:10][CH2:11][C:12]([OH:14])=[O:13])=[CH:6][CH:5]=1)([OH:3])=[O:2].S(Cl)(Cl)=O.[CH3:19]O>>[CH3:19][O:13][C:12](=[O:14])[CH2:11][CH2:10][C:7]1[CH:8]=[CH:9][C:4]([C:1]([OH:3])=[O:2])=[CH:5][CH:6]=1. Procedure: To a suspension of 3-(4-carboxyphenyl)propionic acid (2.0 g, 10.1 mmol) in methanol (20 mL) was added thionyl chloride (38 μL, 0.50 mmol). The reaction mixture was stirred at room temperature for 16 h, and a clear solution was obtained. The solvent was removed under reduced pressure. The residue was taken up in ether (100 mL), washed with saturated aqueous NaHCO3 (2×50 mL) and water (50 mL). The combined NaHCO3 and water extract was acidified with concentrated HCl in an ice bath. The precipitate...